The task is: describe an organic reaction: reactants, conditions, products, and yield. This data is from the Open Reaction Database (ORD), a public repository of structured organic reaction records. The reactants are C1CCOC1, Cn1cnc(C=O)c1, CC(C)(C)[O-], Cl, COC(=O)Cn1cnc(C(F)(F)F)c1, [K+]. Yields the product COC(=O)C(=Cc1cn(C)cn1)n1cnc(C(F)(F)F)c1. Reaction SMILES: [CH2:30]1[O:31][CH2:32][CH2:33][CH2:34]1.[CH3:15][n:16]1[cH:17][n:18][c:19]([CH:21]=[O:22])[cH:20]1.[CH3:23][C:24]([CH3:25])([O-:26])[CH3:27].[ClH:29].[F:1][C:2]([c:3]1[n:4][cH:5][n:6]([CH2:8][C:9](=[O:10])[O:11][CH3:12])[cH:7]1)([F:13])[F:14].[K+:28]>>[F:1][C:2]([c:3]1[n:4][cH:5][n:6]([C:8]([C:9](=[O:10])[O:11][CH3:12])=[CH:21][c:19]2[n:18][cH:17][n:16]([CH3:15])[cH:20]2)[cH:7]1)([F:13])[F:14]. The reactants are CS(=O)(=O)N1CCN(c2ccc(OCc3ccccc3)cn2)CC1, O=C(O)C(F)(F)F. Product: CS(=O)(=O)N1CCN(c2ccc(O)cn2)CC1. RXN SMILES: [CH2:1]([c:2]1[cH:3][cH:4][cH:5][cH:6][cH:7]1)[O:8][c:9]1[cH:10][cH:11][c:12]([N:15]2[CH2:16][CH2:17][N:18]([S:21](=[O:22])(=[O:23])[CH3:24])[CH2:19][CH2:20]2)[n:13][cH:14]1.[F:25][C:26]([F:27])([F:28])[C:29]([OH:30])=[O:31]>>[OH:8][c:9]1[cH:10][cH:11][c:12]([N:15]2[CH2:16][CH2:17][N:18]([S:21](=[O:22])(=[O:23])[CH3:24])[CH2:19][CH2:20]2)[n:13][cH:14]1. Conditions: time 8 hour. Reported procedure: To a mixture of 1,2,3,4,-tetrahydroquinoline (0.34 g; 2.55 mmol) and I2 (0.32 g; 1.27 mmol) in H2O (10 ml), 30% H2O2 (0.26 ml; 2.55 mmol) was added at room temperature. The resulting mixture was vigorously stirred overnight at room temperature, and then extracted with Et2O (2×15 ml). The combined organic phase was washed with H2O, brine, dried over anhydrous MgSO4 and filtered. The filtrate was evaporated under reduced pressure and the residue was purified by FCC (SiO2; CH2Cl2), to give the titl... The solvent is O (H2O). The product is IC=1C=C2CCCNC2=CC1 (6-Iodo-1,2,3,4-tetrahydroquinoline). The yield is 100.3%. As a reaction SMILES: [NH:1]1[C:10]2[C:5](=[CH:6][CH:7]=[CH:8][CH:9]=2)[CH2:4][CH2:3][CH2:2]1.[I:11]I.OO>O>[I:11][C:7]1[CH:6]=[C:5]2[C:10](=[CH:9][CH:8]=1)[NH:1][CH2:2][CH2:3][CH2:4]2. The reactants are N1CCCC2=CC=CC=C12 (1,2,3,4,-tetrahydroquinoline), II (I2), OO (H2O2). The reactants are C1(=CC=CC=C1)CCCCCCCCO (8-phenyl-1-octanol), [N+](=O)([O-])NC1=NC=C(C(N1)=O)CC=1C=NC=CC1 (2-nitroamino-5-(pyrid-3-ylmethyl)pyrimidin-4-one). Solvent: N1=CC=CC=C1 (pyridine). Product: C1(=CC=CC=C1)CCCCCCCCOC1=NC=C(C(N1)=O)CC=1C=NC=CC1 (2-(8-phenyloct-1-yl)oxy-5-(pyrid-3-ylmethyl)pyrimidin-4-one), solid. RXN SMILES: [C:1]1([CH2:7][CH2:8][CH2:9][CH2:10][CH2:11][CH2:12][CH2:13][CH2:14][OH:15])[CH:6]=[CH:5][CH:4]=[CH:3][CH:2]=1.[N+](N[C:20]1[NH:25][C:24](=[O:26])[C:23]([CH2:27][C:28]2[CH:29]=[N:30][CH:31]=[CH:32][CH:33]=2)=[CH:22][N:21]=1)([O-])=O>N1C=CC=CC=1>[C:1]1([CH2:7][CH2:8][CH2:9][CH2:10][CH2:11][CH2:12][CH2:13][CH2:14][O:15][C:20]2[NH:25][C:24](=[O:26])[C:23]([CH2:27][C:28]3[CH:29]=[N:30][CH:31]=[CH:32][CH:33]=3)=[CH:22][N:21]=2)[CH:6]=[CH:5][CH:4]=[CH:3][CH:2]=1. Procedure details: A mixture of 8-phenyl-1-octanol (1.5 g), 2-nitroamino-5-(pyrid-3-ylmethyl)pyrimidin-4-one (1.0 g) and pyridine (5 ml) was stirred at reflux for 24 hours, then the pyridine was removed by evaporation. Water was added, and the product extracted into dichloromethane, which was dried and evaporated. The residue was purified by chromatography (silica, 0-5% methanol in dichloromethane) and recrystallisation from ether to give 2-(8-phenyloct-1-yl)oxy-5-(pyrid-3-ylmethyl)pyrimidin-4-one as a pale buff s... Starting materials: Cl (hydrochloric acid), crude product, COC(CCCCC1C2CC(CC2CC1)=O)CC (2-(5-Methoxyhept-1-y)bicyclo[3.3.0]octan-7-one), [OH-].[K+] (potassium hydroxide), O.NN (hydrazine hydrate). Run in C(COCCO)O (diethylene glycol). Reaction conditions: temperature 95 celsius. Yields the product COC(CCCCC1C2CCCC2CC1)CC (2-(5-methoxyhept-1-yl)bicyclo[3.3.0]octane). Reaction SMILES: [CH3:1][O:2][CH:3]([CH2:17][CH3:18])[CH2:4][CH2:5][CH2:6][CH2:7][CH:8]1[CH2:15][CH2:14][CH:13]2[CH:9]1[CH2:10][C:11](=O)[CH2:12]2.[OH-].[K+].O.NN.Cl>C(O)COCCO>[CH3:1][O:2][CH:3]([CH2:17][CH3:18])[CH2:4][CH2:5][CH2:6][CH2:7][CH:8]1[CH2:15][CH2:14][CH:13]2[CH:9]1[CH2:10][CH2:11][CH2:12]2 |f:1.2,3.4|. Reported procedure: 2-(5-Methoxyhept-1-y)bicyclo[3.3.0]octan-7-one {hexahydro-4-(5-methoxyheptyl)-2(1H)-pentalenone} (5 g, 19.8 mmoles) is mixed with diethylene glycol (27 ml) and potassium hydroxide (3.8 g, 6.7 mmoles). The reaction is stirred and mixed with 80% hydrazine hydrate (2.8 ml, 7.0 mmoles). The reaction is heated to 95° C. for 2 hours. After which time the temperature is increased to 200° C. and maintained with stirring for 5 hours. Then the reaction is cooled and added to 6N hydrochloric acid (200 ml)....